From a dataset of the Open Reaction Database (ORD), a public repository of structured organic reaction records. describe an organic reaction: reactants, conditions, products, and yield The reactants are CC(C)(CC=C(Br)Br)CCCCOC1CCCCO1, [Li]CCCC, C1CCOC1. The product is C#CCC(C)(C)CCCCOC1CCCCO1. RXN SMILES: [Br:1][C:2](=[CH:3][CH2:4][C:5]([CH2:6][CH2:7][CH2:8][CH2:9][O:10][CH:11]1[O:12][CH2:13][CH2:14][CH2:15][CH2:16]1)([CH3:17])[CH3:18])[Br:19].[CH2:20]([Li:21])[CH2:22][CH2:23][CH3:24].[O:25]1[CH2:26][CH2:27][CH2:28][CH2:29]1>>[CH:2]#[C:3][CH2:4][C:5]([CH2:6][CH2:7][CH2:8][CH2:9][O:10][CH:11]1[O:12][CH2:13][CH2:14][CH2:15][CH2:16]1)([CH3:17])[CH3:18].